From a dataset of the Open Reaction Database (ORD), a public repository of structured organic reaction records. describe an organic reaction: reactants, conditions, products, and yield Starting materials: OCC=1C=C(N)C=CC1 (3-(hydroxymethyl)aniline), C(C)OC(=O)C1=C(C=CC=C1)N(C(CN=C=O)=O)CC(=O)N(C1=CC=CC=C1)C (2-[N-(2-ethoxycarbonylphenyl)isocyanatoacetamido]-N-methyl-N-phenylacetamide). The product is C(C)OC(=O)C1=C(C=CC=C1)N(C(CNC(=O)NC1=CC(=CC=C1)CO)=O)CC(=O)N(C1=CC=CC=C1)C (2-[N-(2-ethoxycarbonylphenyl)-2-{3-[3-(hydroxymethyl)phenyl]ureido}acetamido]-N-methyl-N-phenylacetamide). Yield: 55.2%. As a reaction SMILES: [OH:1][CH2:2][C:3]1[CH:4]=[C:5]([CH:7]=[CH:8][CH:9]=1)[NH2:6].[CH2:10]([O:12][C:13]([C:15]1[CH:20]=[CH:19][CH:18]=[CH:17][C:16]=1[N:21]([CH2:28][C:29]([N:31]([CH3:38])[C:32]1[CH:37]=[CH:36][CH:35]=[CH:34][CH:33]=1)=[O:30])[C:22](=[O:27])[CH2:23][N:24]=[C:25]=[O:26])=[O:14])[CH3:11]>>[CH2:10]([O:12][C:13]([C:15]1[CH:20]=[CH:19][CH:18]=[CH:17][C:16]=1[N:21]([CH2:28][C:29]([N:31]([CH3:38])[C:32]1[CH:33]=[CH:34][CH:35]=[CH:36][CH:37]=1)=[O:30])[C:22](=[O:27])[CH2:23][NH:24][C:25]([NH:6][C:5]1[CH:7]=[CH:8][CH:9]=[C:3]([CH2:2][OH:1])[CH:4]=1)=[O:26])=[O:14])[CH3:11]. Reported procedure: Using a procedure similar to that described in Example 31, but starting with 3-(hydroxymethyl)aniline (0.86 g) and 2-[N-(2-ethoxycarbonylphenyl)isocyanatoacetamido]-N-methyl-N-phenylacetamide (2.9 g), and after recrystallisation in ethyl acetate, 2-[N-(2-ethoxycarbonylphenyl)-2-{3-[3-(hydroxymethyl)phenyl]ureido}acetamido]-N-methyl-N-phenylacetamide (2 g), m.p. 184° C., is obtained. The reactants are CCOc1ccc(C(C)(C)COCc2cccc(Oc3ccccc3)c2)cc1Br, CCOc1ccc(C(C)(C)COCc2cccc(Oc3ccccc3)c2)cc1, c1ccccc1. The product is Cc1cccc(Oc2ccccc2)c1. RXN SMILES: [Br:29][c:30]1[cH:31][c:32]([C:33]([CH3:34])([CH3:35])[CH2:36][O:37][CH2:38][c:39]2[cH:40][cH:41][cH:42][c:43]([O:44][c:45]3[cH:46][cH:47][cH:48][cH:49][cH:50]3)[cH:51]2)[cH:52][cH:53][c:54]1[O:55][CH2:56][CH3:57].[CH2:1]([O:2][c:3]1[cH:4][cH:5][c:6]([C:7]([CH3:8])([CH3:9])[CH2:10][O:11][CH2:13][c:14]2[cH:15][c:16]([O:20][c:21]3[cH:22][cH:23][cH:24][cH:25][cH:26]3)[cH:17][cH:18][cH:19]2)[cH:12][cH:27]1)[CH3:28].[cH:58]1[cH:59][cH:60][cH:61][cH:62][cH:63]1>>[CH3:13][c:14]1[cH:15][c:16]([O:20][c:21]2[cH:22][cH:23][cH:24][cH:25][cH:26]2)[cH:17][cH:18][cH:19]1.